From a dataset of the Open Reaction Database (ORD), a public repository of structured organic reaction records. describe an organic reaction: reactants, conditions, products, and yield The reactants are ClC1=C(OC(C(=O)OC)CCBr)C=C(C(=C1)F)N1C(N(C(=CC1=O)C(F)(F)F)C)=O (methyl 2-[2-chloro-4-fluoro-5-{3-methyl-2,6-dioxo-4-(tri-fluoromethyl)-1,2,3,6-tetrahydropyrimidin-1-yl}phenoxy]-4-bromobutanoate), CC(C)([O-])C.[K+] (potassium t-butoxide). Solvent: C1CCOC1 (THF). Run at time 2 hour. Yields the product ClC1=C(OC2(CC2)C(=O)OC)C=C(C(=C1)F)N1C(N(C(=CC1=O)C(F)(F)F)C)=O (methyl 1-[2-chloro-4-fluoro-5-{3-methyl-2,6-dioxo-4-(trifluoro-methyl)-1,2,3,6-tetrahydropyrimidin-1-yl}phenoxy]cyclo-propanecarboxylate). Isolated yield 70.0%. Reaction SMILES: [Cl:1][C:2]1[CH:16]=[C:15]([F:17])[C:14]([N:18]2[C:23](=[O:24])[CH:22]=[C:21]([C:25]([F:28])([F:27])[F:26])[N:20]([CH3:29])[C:19]2=[O:30])=[CH:13][C:3]=1[O:4][CH:5]([CH2:10][CH2:11]Br)[C:6]([O:8][CH3:9])=[O:7].CC(C)([O-])C.[K+]>C1COCC1>[Cl:1][C:2]1[CH:16]=[C:15]([F:17])[C:14]([N:18]2[C:23](=[O:24])[CH:22]=[C:21]([C:25]([F:28])([F:26])[F:27])[N:20]([CH3:29])[C:19]2=[O:30])=[CH:13][C:3]=1[O:4][C:5]1([C:6]([O:8][CH3:9])=[O:7])[CH2:10][CH2:11]1 |f:1.2|. Procedure: Into 10 ml of THF was dissolved 0.44 g of the obtained methyl 2-[2-chloro-4-fluoro-5-{3-methyl-2,6-dioxo-4-(tri-fluoromethyl)-1,2,3,6-tetrahydropyrimidin-1-yl}phenoxy]-4-bromobutanoate and 0.10 g of potassium t-butoxide was added to the solution at −15° C. Cooling bath was removed and the solution was stirred until the solution became room temperature taking 2 hours. The reaction solution was poured into aqueous diluted hydrochloric acid and the mixture was extracted with ethyl acetate. The orga... Starting materials: ClC=1SC2=C(N1)C=CC=C2 (2-Chlorobenzothiazole), NC1=CC=C(C=C1)S (4-aminothiophenol), C([O-])([O-])=O.[K+].[K+] (potassium carbonate). Procedure: 2-Chlorobenzothiazole (0.06 moles, 10.1 g), 4-aminothiophenol (0.06 moles, 7.5 g) and potassium carbonate (0.06 moles, 8.3 g) were stirred for 3 days at room temperature in 250 ml ethanol, filtered, and concentrated. Ethyl acetate was added and the solution washed with water, dried over sodium sulfate and concentrated. The product was purified by HPLC over silica gel eluted with 40-60% ethyl acetate in hexane to yield 2-(4-aminophenylthio)benzothiazole 13.7 g, 88%. Mass spec (FD) 258. Calculated... The solvent is C(C)O (ethanol). RXN SMILES: Cl[C:2]1[S:3][C:4]2[CH:10]=[CH:9][CH:8]=[CH:7][C:5]=2[N:6]=1.[NH2:11][C:12]1[CH:17]=[CH:16][C:15]([SH:18])=[CH:14][CH:13]=1.C(=O)([O-])[O-].[K+].[K+]>C(O)C>[NH2:11][C:12]1[CH:17]=[CH:16][C:15]([S:18][C:2]2[S:3][C:4]3[CH:10]=[CH:9][CH:8]=[CH:7][C:5]=3[N:6]=2)=[CH:14][CH:13]=1 |f:2.3.4|. The product is NC1=CC=C(C=C1)SC=1SC2=C(N1)C=CC=C2 (2-(4-aminophenylthio)benzothiazole). Isolated yield 88.4%. The reactants are O1CCN(CC1)C=1C=2N(C(=CN1)C=1C=CC(=NC1)C1CCN(CC1)C(=O)OC(C)(C)C)C=C(N2)COC2=NC1=CC=CC=C1C=C2 (tert-Butyl 4-(5-(8-morpholino-2-((quinolin-2-yloxy)methyl)imidazo[1,2-a]pyrazin-5-yl)pyridin-2-yl)piperidine-1-carboxylate), C(=O)(C(F)(F)F)O (TFA). Product: FC(C(=O)O)(F)F.N1CCC(CC1)C1=CC=C(C=N1)C1=CN=C(C=2N1C=C(N2)COC2=NC1=CC=CC=C1C=C2)N2CCOCC2 (4-(5-(6-(Piperidin-4-yl)pyridin-3-yl)-2-((quinolin-2-yloxy)methyl)imidazo[1,2-a]pyrazin-8-yl)morpholine trifluoroacetic acid salt). As a reaction SMILES: [O:1]1[CH2:6][CH2:5][N:4]([C:7]2[C:8]3[N:9]([CH:32]=[C:33]([CH2:35][O:36][C:37]4[CH:46]=[CH:45][C:44]5[C:39](=[CH:40][CH:41]=[CH:42][CH:43]=5)[N:38]=4)[N:34]=3)[C:10]([C:13]3[CH:14]=[CH:15][C:16]([CH:19]4[CH2:24][CH2:23][N:22](C(OC(C)(C)C)=O)[CH2:21][CH2:20]4)=[N:17][CH:18]=3)=[CH:11][N:12]=2)[CH2:3][CH2:2]1.[C:47]([OH:53])([C:49]([F:52])([F:51])[F:50])=[O:48]>>[F:50][C:49]([F:52])([F:51])[C:47]([OH:53])=[O:48].[NH:22]1[CH2:21][CH2:20][CH:19]([C:16]2[N:17]=[CH:18][C:13]([C:10]3[N:9]4[CH:32]=[C:33]([CH2:35][O:36][C:37]5[CH:46]=[CH:45][C:44]6[C:39](=[CH:40][CH:41]=[CH:42][CH:43]=6)[N:38]=5)[N:34]=[C:8]4[C:7]([N:4]4[CH2:5][CH2:6][O:1][CH2:2][CH2:3]4)=[N:12][CH:11]=3)=[CH:14][CH:15]=2)[CH2:24][CH2:23]1 |f:2.3|. Reported procedure: Compound 49c was deprotected using TFA using the methods described in the Example 48, Step B to obtain the title compound. 1H-NMR (400 MHz, CDCl3) δ (ppm): 1.99-2.14 (m, 6H), 2.20-2.32 (m, 4H), 3.02-3.20 (m, 3H), 3.56-3.67 (m, 2H), 3.85-3.95 (m, 4H), 4.32-4.45 (m, 4H), 5.68 (s, 2H), 6.95 (d, J=8.8 Hz, 1H), 7.33-7.45 (m, 3H), 7.63 (td, J=7.7, 1.5 Hz, 1H), 7.69-7.75 (m, 1H), 7.76 (s, 1H), 7.83 (d, J=8.6 Hz, 1H), 7.89 (dd, J=8.1, 2.2 Hz, 1H), 8.00 (d, J=8.8 Hz, 1H), 8.70-8.79 (m, 1H), 9.34 (br. s.,... Starting materials: CC(C)(C)OC(=O)n1c(N2CCCCC2C(=O)OCc2ccccc2)nc2ccccc21, CCO. Yields the product CC(C)(C)OC(=O)n1c(N2CCCCC2C(=O)O)nc2ccccc21. As a reaction SMILES: [CH2:1]([c:2]1[cH:3][cH:4][cH:5][cH:6][cH:7]1)[O:8][C:9](=[O:10])[CH:11]1[N:12]([c:17]2[n:18][c:19]3[c:20]([n:21]2[C:22](=[O:23])[O:24][C:25]([CH3:26])([CH3:27])[CH3:28])[cH:29][cH:30][cH:31][cH:32]3)[CH2:13][CH2:14][CH2:15][CH2:16]1.[CH3:33][CH2:34][OH:35]>>[O:8]=[C:9]([OH:10])[CH:11]1[N:12]([c:17]2[n:18][c:19]3[c:20]([n:21]2[C:22](=[O:23])[O:24][C:25]([CH3:26])([CH3:27])[CH3:28])[cH:29][cH:30][cH:31][cH:32]3)[CH2:13][CH2:14][CH2:15][CH2:16]1. Starting materials: ClC1=C(C=CC=C1Cl)N1CCN(CCC1)CCCCOC1=CC=C2CCC(NC2=C1)=O (7-(4-(4-(2,3-dichlorophenyl)-1,4-diazepan-1-yl)butoxy)-3,4-dihydroquinolin-2(1H)-one), C(=O)([O-])[O-].[K+].[K+] (K2CO3), BrCCCCOC1=CC=C2CCNC(C2=C1)=O (7-(4-bromobutoxy)-3,4-dihydroisoquinolin-1(2H)-one), [Na+].[I-] (NaI). Run in CC#N (CH3CN), O (water). Reaction conditions: time 8 hour. Product: ClC1=C(C=CC=C1Cl)N1CCN(CCC1)CCCCOC1=CC=C2CCNC(C2=C1)=O (7-(4-(4-(2,3-dichlorophenyl)-1,4-diazepan-1-yl)butoxy)-3,4-dihydroisoquinolin-1(2H)-one). Yield: 68.1%. As a reaction SMILES: Br[CH2:2][CH2:3][CH2:4][CH2:5][O:6][C:7]1[CH:16]=[C:15]2[C:10]([CH2:11][CH2:12][NH:13][C:14]2=[O:17])=[CH:9][CH:8]=1.[Na+].[I-].[Cl:20][C:21]1[C:26]([Cl:27])=[CH:25][CH:24]=[CH:23][C:22]=1[N:28]1[CH2:34][CH2:33][CH2:32][N:31](CCCCOC2C=C3C(CCC(=O)N3)=CC=2)[CH2:30][CH2:29]1.C([O-])([O-])=O.[K+].[K+]>CC#N.O>[Cl:20][C:21]1[C:26]([Cl:27])=[CH:25][CH:24]=[CH:23][C:22]=1[N:28]1[CH2:34][CH2:33][CH2:32][N:31]([CH2:2][CH2:3][CH2:4][CH2:5][O:6][C:7]2[CH:16]=[C:15]3[C:10]([CH2:11][CH2:12][NH:13][C:14]3=[O:17])=[CH:9][CH:8]=2)[CH2:30][CH2:29]1 |f:1.2,4.5.6|. Procedure details: A mixture of intermediate 21 (100 mg, 0.34 mmol) and NaI (102 mg, 0.68 mmol) in CH3CN was heated to reflux for 30 min and then cooled to rt. Intermediate 2 (144 mg, 0.51 mmol) and anhydrous K2CO3 (188 mg, 1.36 mmol) were added to the mixture. The resulting mixture was heated to reflux and stirred overnight. The reaction solution was diluted with water and extracted with EtOAc. The combined EtOAc layers were washed with brine, dried over anhydrous Na2SO4, concentrated in vacuo and purified by fla... Reactants: CCO, Cl, [K+], [N-]=C=O, O, c1ccc(C2CNc3ccccc32)cc1. Product: NC(=O)N1CC(c2ccccc2)c2ccccc21. Reaction SMILES: [CH3:22][CH2:23][OH:24].[ClH:1].[K+:20].[N-:17]=[C:18]=[O:19].[OH2:21].[c:2]1([CH:8]2[CH2:9][NH:10][c:11]3[cH:12][cH:13][cH:14][cH:15][c:16]32)[cH:3][cH:4][cH:5][cH:6][cH:7]1>>[c:2]1([CH:8]2[CH2:9][N:10]([C:18]([NH2:17])=[O:19])[c:11]3[cH:12][cH:13][cH:14][cH:15][c:16]32)[cH:3][cH:4][cH:5][cH:6][cH:7]1.